From a dataset of the Open Reaction Database (ORD), a public repository of structured organic reaction records. describe an organic reaction: reactants, conditions, products, and yield Starting materials: C(#N)C(C(=O)N)=C1C=C(C2=CC=CC=C12)O (2-cyano-2-(3-hydroxy-1H-inden-1-ylidene)acetamide), C(C)OC(C)(OCC)OCC (1,1,1-triethoxyethane). Run in CN(C=O)C (N,N-dimethylformamide). Yields the product CC=1NC(C(=C2C1C(C=1C=CC=CC12)=O)C#N)=O (3,9-dihydro-1-methyl-3,9-dioxo-2H-indeno[2,1-c]pyridine-4-carbonitrile). RXN SMILES: [C:1]([C:3](=[C:7]1[C:15]2[C:10](=[CH:11][CH:12]=[CH:13][CH:14]=2)[C:9]([OH:16])=[CH:8]1)[C:4]([NH2:6])=[O:5])#[N:2].[CH2:17](OC(OCC)(OCC)C)[CH3:18]>CN(C)C=O>[CH3:17][C:18]1[NH:6][C:4](=[O:5])[C:3]([C:1]#[N:2])=[C:7]2[C:15]3[CH:14]=[CH:13][CH:12]=[CH:11][C:10]=3[C:9](=[O:16])[C:8]=12. Procedure: A mixture of 1 part of 2-cyano-2-(3-hydroxy-1H-inden-1-ylidene)acetamide, 1 part of 1,1,1-triethoxyethane, and approximately 6 parts of N,N-dimethylformamide is heated at 90°-95° under reflux for 2 hours, whereupon the precipitate which forms is filtered out, washed with ethyl acetate, and dried in vacuo. Crystallization from ethyl acetate affords needles of 3,9-dihydro-1-methyl-3,9-dioxo-2H-indeno[2,1-c]pyridine-4-carbonitrile melting above 300°. The product has the formula ##STR7## The reactants are CC(=O)c1ccccc1O, C1CCOC1, ClC(Cl)Cl, N, CCOC(=O)N=NC(=O)OCC, CC(C)C(=O)Nc1cccc(C2CCN(CCC(O)c3ccccc3)CC2)c1, c1ccc(P(c2ccccc2)c2ccccc2)cc1. The product is CC(=O)c1ccccc1OC(CCN1CCC(c2cccc(NC(=O)C(C)C)c2)CC1)c1ccccc1. Reaction SMILES: [C:29]([CH3:30])(=[O:31])[c:32]1[c:33]([OH:38])[cH:34][cH:35][cH:36][cH:37]1.[CH2:71]1[O:72][CH2:73][CH2:74][CH2:75]1.[Cl:76][CH:77]([Cl:78])[Cl:79].[NH3:70].[O:58]=[C:59]([O:60][CH2:61][CH3:62])[N:63]=[N:64][C:65]([O:66][CH2:67][CH3:68])=[O:69].[OH:1][CH:2]([CH2:3][CH2:4][N:5]1[CH2:6][CH2:7][CH:8]([c:11]2[cH:12][c:13]([NH:17][C:18]([CH:19]([CH3:20])[CH3:21])=[O:22])[cH:14][cH:15][cH:16]2)[CH2:9][CH2:10]1)[c:23]1[cH:24][cH:25][cH:26][cH:27][cH:28]1.[c:39]1([P:40]([c:41]2[cH:42][cH:43][cH:44][cH:45][cH:46]2)[c:47]2[cH:48][cH:49][cH:50][cH:51][cH:52]2)[cH:53][cH:54][cH:55][cH:56][cH:57]1>>[O:1]([CH:2]([CH2:3][CH2:4][N:5]1[CH2:6][CH2:7][CH:8]([c:11]2[cH:12][c:13]([NH:17][C:18]([CH:19]([CH3:20])[CH3:21])=[O:22])[cH:14][cH:15][cH:16]2)[CH2:9][CH2:10]1)[c:23]1[cH:24][cH:25][cH:26][cH:27][cH:28]1)[c:33]1[c:32]([C:29]([CH3:30])=[O:31])[cH:37][cH:36][cH:35][cH:34]1. The reactants are CN (Methylamine), BrC1=C(C=C(C=C1C)CI)C (2-bromo-5-iodomethyl-1,3-dimethyl-benzene). The solvent is CN(C)C=O (DMF). Run at time 2 day. Product: BrC1=C(C=C(C=C1C)CNC)C (1-(4-bromo-3,5-dimethylphenyl)-N-methylmethanamine). The yield is 99.8%. Reaction SMILES: [CH3:1][NH2:2].[Br:3][C:4]1[C:9]([CH3:10])=[CH:8][C:7]([CH2:11]I)=[CH:6][C:5]=1[CH3:13]>CN(C=O)C>[Br:3][C:4]1[C:9]([CH3:10])=[CH:8][C:7]([CH2:11][NH:2][CH3:1])=[CH:6][C:5]=1[CH3:13]. Procedure details: Methylamine (12.3 ml, 24.60 mmol, 2.0 M solution in methanol) was added dropwise to a solution of 2-bromo-5-iodomethyl-1,3-dimethyl-benzene (400 mg, 1.23 mmol) in anhydrous DMF (12 ml), and the mixture was stirred at room temperature for two days. The reaction solution was concentrated under reduced pressure, and the residue was diluted with ethyl acetate. The organic layer was then sequentially washed with water and saturated brine and concentrated under reduced pressure. The resulting residue ... Reactants: CCI, CN(C)C=O, CSc1nc(Cl)c2cc[nH]c2n1, [H-], [Na+]. Yields the product CCn1ccc2c(Cl)nc(SC)nc21. RXN SMILES: [CH2:15]([CH3:16])[I:17].[CH3:18][N:19]([CH3:20])[CH:21]=[O:22].[Cl:3][c:4]1[c:5]2[c:6]([n:7][c:8]([S:10][CH3:11])[n:9]1)[nH:12][cH:13][cH:14]2.[H-:1].[Na+:2]>>[Cl:3][c:4]1[c:5]2[c:6]([n:7][c:8]([S:10][CH3:11])[n:9]1)[n:12]([CH2:15][CH3:16])[cH:13][cH:14]2. The reactants are C(CCC)[Li] (n-butyllithium), ClC1=NC=NC(=C1)Cl (4,6-dichloropyrimidine), C1(=C(C=CC=C1)C=1OCC(N1)(C)C)C (2-o-tolyl-4,4-dimethyl-oxazoline). Run in CCCCCC (hexane), CCOCC (ether), CCOCC (ether). Conditions: temperature 0 celsius, time 1 hour. Yields the product CC1(N=C(OC1)C1=C(CC2=NC(=CC(=N2)Cl)Cl)C=CC=C1)C (2-(2-(4,4-dimethyl-oxazolin-2-yl)-benzyl)-4,6-dichloropyrimidine). Reaction SMILES: [C:1]1([CH3:14])[CH:6]=[CH:5][CH:4]=[CH:3][C:2]=1[C:7]1[O:8][CH2:9][C:10]([CH3:13])([CH3:12])[N:11]=1.C([Li])CCC.[Cl:20][C:21]1[CH:26]=[C:25]([Cl:27])[N:24]=[CH:23][N:22]=1>CCOCC.CCCCCC>[CH3:13][C:10]1([CH3:12])[CH2:9][O:8][C:7]([C:2]2[CH:3]=[CH:4][CH:5]=[CH:6][C:1]=2[CH2:14][C:23]2[N:24]=[C:25]([Cl:27])[CH:26]=[C:21]([Cl:20])[N:22]=2)=[N:11]1. Procedure: To a mixture of 1.25 g of 2-o-tolyl-4,4-dimethyl-oxazoline in 20 ml of ether under N2 atmosphere at -30° C. is added by syringe 4.2 ml of 1.6M n-butyllithium in hexane with stirring which is continued for 1 hr at -10° C. 0.98 g of 4,6-dichloropyrimidine in 20 ml of ether are added slowly to the reaction mixture which is then stirred at -45° to -30° C. for 30 min and at 0° C. for a further 30 min. The reaction mixture is quenched with acetic acid (0.4 ml) and water (0.1 ml) in THF (1.3 ml) and th... Procedure details: 2.0 g (18.3 mmol) of p-aminophenol was added over a period of 10 minutes to a mixture of 0.48 g (20.1 mmol) of sodium hydride in 20 ml of dry DMSO. The mixture was stirred for 20 minutes. 3.73 g (18.3 mmol) of 1,1-difluoro-tetrachloroethane was added causing an exotherm to 47° C. The mixture was stirred at 60° C. for 2 hours, then poured into ice water. The brown solid was collected by filtration, dried, dissolved in ether and then HCl gas was bubbled into the solution causing the above-named an... Product: FC(C(Cl)(Cl)Cl)(OC1=CC=C(C=C1)N)F (4-(1,1-Difluoro-2,2,2-trichloroethoxy)benzeneamine). As a reaction SMILES: [CH:1]1[C:6]([NH2:7])=[CH:5][CH:4]=[C:3]([OH:8])[CH:2]=1.[H-].[Na+].[F:11][C:12](Cl)([F:17])[C:13]([Cl:16])([Cl:15])[Cl:14]>CS(C)=O>[F:11][C:12]([F:17])([O:8][C:3]1[CH:4]=[CH:5][C:6]([NH2:7])=[CH:1][CH:2]=1)[C:13]([Cl:16])([Cl:15])[Cl:14] |f:1.2|. Run at time 20 minute. Run in CS(=O)C (DMSO). Reactants: ice water, C1=CC(=CC=C1N)O (p-aminophenol), [H-].[Na+] (sodium hydride), FC(C(Cl)(Cl)Cl)(F)Cl (1,1-difluoro-tetrachloroethane). Reactants: C(C1=CC=CC=C1)N(NCCC1(OCCO1)C1=CC=CC=C1)C(=O)OC(C)(C)C (tert-butyl 1-benzyl-2-(2-(2-phenyl-1,3-dioxolan-2-yl)ethyl)hydrazinecarboxylate), C1(=CC=C(C=C1)S(=O)(=O)[O-])C.[NH+]1=CC=CC=C1 (pyridinium p-toluenesulfonate). Solvent: CC(=O)C (acetone), O (water), C(C)(=O)OCC (ethyl acetate). Run at temperature 100 celsius, time 10 minute. The product is C(C1=CC=CC=C1)N(NCCC(C1=CC=CC=C1)=O)C(=O)OC(C)(C)C (tert-butyl 1-benzyl-2-(3-oxo-3-phenylpropyl)hydrazinecarboxylate). RXN SMILES: [CH2:1]([N:8]([C:23]([O:25][C:26]([CH3:29])([CH3:28])[CH3:27])=[O:24])[NH:9][CH2:10][CH2:11][C:12]1([C:17]2[CH:22]=[CH:21][CH:20]=[CH:19][CH:18]=2)OCC[O:13]1)[C:2]1[CH:7]=[CH:6][CH:5]=[CH:4][CH:3]=1.C1(C)C=CC(S([O-])(=O)=O)=CC=1.[NH+]1C=CC=CC=1>CC(C)=O.O.C(OCC)(=O)C>[CH2:1]([N:8]([C:23]([O:25][C:26]([CH3:29])([CH3:28])[CH3:27])=[O:24])[NH:9][CH2:10][CH2:11][C:12](=[O:13])[C:17]1[CH:18]=[CH:19][CH:20]=[CH:21][CH:22]=1)[C:2]1[CH:3]=[CH:4][CH:5]=[CH:6][CH:7]=1 |f:1.2|. Procedure: To a solution of EXAMPLE 65C (3.86 g) in acetone (5 mL) and water (5 mL) was added pyridinium p-toluenesulfonate (120 mg). The mixture was stirred at 100° C. in a Biotage Initiator microwave reactor for 10 minutes. The mixture was diluted with ethyl acetate (200 mL) and washed with water and brine and dried over Na2SO4. Filtration and evaporation of the solvent gave the crude product which was used without further purification in the next reaction.